Dataset: the Open Reaction Database (ORD), a public repository of structured organic reaction records. Task: describe an organic reaction: reactants, conditions, products, and yield The reactants are C(C)OC(CN1C=CC2=CC=C(C=C12)O)=O ((6-hydroxy-indol-1-yl)-acetic acid ethyl ester), [I-].[K+] (potassium iodide), ClCC=1C(=NC(=NC1)C1=CC=C(C=C1)C(F)(F)F)C1CC1 (5-chloromethyl-4-cyclopropyl-2-(4-trifluoromethyl-phenyl)-pyrimidine), C([O-])([O-])=O.[Cs+].[Cs+] (cesium carbonate). Solvent: CC(=O)C (acetone). Run at time 72 hour. The product is C(C)OC(CN1C=CC2=CC=C(C=C12)OCC=1C(=NC(=NC1)C1=CC=C(C=C1)C(F)(F)F)C1CC1)=O ({6-[4-Cyclopropyl-2-(4-trifluoromethyl-phenyl)-pyrimidin-5-ylmethoxy]-indol-1-yl}-acetic acid ethyl ester). Yield: 63.0%. Reaction SMILES: [CH2:1]([O:3][C:4](=[O:16])[CH2:5][N:6]1[C:14]2[C:9](=[CH:10][CH:11]=[C:12]([OH:15])[CH:13]=2)[CH:8]=[CH:7]1)[CH3:2].Cl[CH2:18][C:19]1[C:20]([CH:35]2[CH2:37][CH2:36]2)=[N:21][C:22]([C:25]2[CH:30]=[CH:29][C:28]([C:31]([F:34])([F:33])[F:32])=[CH:27][CH:26]=2)=[N:23][CH:24]=1.C(=O)([O-])[O-].[Cs+].[Cs+].[I-].[K+]>CC(C)=O>[CH2:1]([O:3][C:4](=[O:16])[CH2:5][N:6]1[C:14]2[C:9](=[CH:10][CH:11]=[C:12]([O:15][CH2:18][C:19]3[C:20]([CH:35]4[CH2:37][CH2:36]4)=[N:21][C:22]([C:25]4[CH:26]=[CH:27][C:28]([C:31]([F:33])([F:34])[F:32])=[CH:29][CH:30]=4)=[N:23][CH:24]=3)[CH:13]=2)[CH:8]=[CH:7]1)[CH3:2] |f:2.3.4,5.6|. Reported procedure: A mixture of (6-hydroxy-indol-1-yl)-acetic acid ethyl ester (example 6 b]; 50 mg, 0.23 μmol), 5-chloromethyl-4-cyclopropyl-2-(4-trifluoromethyl-phenyl)-pyrimidine (example 3 d]; 78 mg, 0.25 μmol), cesium carbonate (82 mg, 0.25 μmol) and a trace of potassium iodide were suspended in acetone (5 ml). The suspension was stirred at ambient temperature for 72 h, the solvent was evaporated under reduced pressure and the residue dissolved in 1 N HCl/ice water 1/1 and ethyl acetate. The layers were separ... Starting materials: [Al+3], [H-], [H-], [H-], [H-], [Li+], C1CCOC1, O=C(O)Cc1cccnn1. The product is OCCc1cccnn1. As a reaction SMILES: [Al+3:12].[H-:11].[H-:14].[H-:15].[H-:16].[Li+:13].[O:17]1[CH2:18][CH2:19][CH2:20][CH2:21]1.[n:1]1[n:2][c:3]([CH2:7][C:8](=[O:9])[OH:10])[cH:4][cH:5][cH:6]1>>[n:1]1[n:2][c:3]([CH2:7][CH2:8][OH:9])[cH:4][cH:5][cH:6]1. Reactants: C(#N)C=1C=C(CN(C2=CC=C(C=C2)OC(=O)C=2C(=NC=NC2C)C)C2CCN(CC2)C(CCNC(=O)C=2C(=NC=NC2C)C)C)C=CC1 (4,6-Dimethyl-pyrimidine-5-carboxylic acid 4-[(3-cyano-benzyl)-(1-{3-[(4,6-dimethyl-pyrimidine-5-carbonyl)-amino]-1-methyl-propyl}-piperidin-4-yl)-amino]-phenyl ester), [OH-].[Na+] (NaOH). Run in CO (MeOH). Reaction conditions: temperature 40 celsius. Product: C(#N)C=1C=C(CN(C2CCN(CC2)C(CCNC(=O)C=2C(=NC=NC2C)C)C)C2=CC=C(C=C2)O)C=CC1 (4,6-dimethyl-pyrimidine-5-carboxylic acid (3-{4-[(3-cyano-benzyl)-(4-hydroxy-phenyl)-amino]-piperidin-1-yl}-butyl)-amide). The yield is 56.1%. As a reaction SMILES: [C:1]([C:3]1[CH:4]=[C:5]([CH:46]=[CH:47][CH:48]=1)[CH2:6][N:7]([CH:25]1[CH2:30][CH2:29][N:28]([CH:31]([CH3:45])[CH2:32][CH2:33][NH:34][C:35]([C:37]2[C:38]([CH3:44])=[N:39][CH:40]=[N:41][C:42]=2[CH3:43])=[O:36])[CH2:27][CH2:26]1)[C:8]1[CH:13]=[CH:12][C:11]([O:14]C(C2C(C)=NC=NC=2C)=O)=[CH:10][CH:9]=1)#[N:2].[OH-].[Na+]>CO>[C:1]([C:3]1[CH:4]=[C:5]([CH:46]=[CH:47][CH:48]=1)[CH2:6][N:7]([C:8]1[CH:13]=[CH:12][C:11]([OH:14])=[CH:10][CH:9]=1)[CH:25]1[CH2:26][CH2:27][N:28]([CH:31]([CH3:45])[CH2:32][CH2:33][NH:34][C:35]([C:37]2[C:42]([CH3:43])=[N:41][CH:40]=[N:39][C:38]=2[CH3:44])=[O:36])[CH2:29][CH2:30]1)#[N:2] |f:1.2|. Reported procedure: To a solution of COMPOUND 136 (870 mg, 1.39 mmol) in MeOH (14 mL) was added 10N NaOH (1.4 mL, 14 mmol) and the mixture was heated at 40° C. overnight to afford 4,6-dimethyl-pyrimidine-5-carboxylic acid (3-{4-[(3-cyano-benzyl)-(4-hydroxy-phenyl)-amino]-piperidin-1-yl}-butyl)-amide as a pink solid (400 mg, 53%) following an acidic work-up and purification. Reactants: C(C)(C)(C)OC(=O)N1CCN(CC1)C1=CC=CC2=C1N=C(O2)C2=CC=C(C=C2)C(C)(C)C (4-[2-(4-tert-butyl-phenyl)-benzooxazol-4-yl]-piperazine-1-carboxylic acid tert-butyl ester), FC(C(=O)O)(F)F (trifluoroacetic acid). Solvent: C(Cl)Cl (methylene chloride). The product is C(C)(C)(C)C1=CC=C(C=C1)C=1OC2=C(N1)C(=CC=C2)N2CCNCC2 (2-(4-tert-Butyl-phenyl)-4-piperazin-1-yl-benzooxazole). Reaction SMILES: C(OC([N:8]1[CH2:13][CH2:12][N:11]([C:14]2[C:19]3[N:20]=[C:21]([C:23]4[CH:28]=[CH:27][C:26]([C:29]([CH3:32])([CH3:31])[CH3:30])=[CH:25][CH:24]=4)[O:22][C:18]=3[CH:17]=[CH:16][CH:15]=2)[CH2:10][CH2:9]1)=O)(C)(C)C.FC(F)(F)C(O)=O>C(Cl)Cl>[C:29]([C:26]1[CH:25]=[CH:24][C:23]([C:21]2[O:22][C:18]3[CH:17]=[CH:16][CH:15]=[C:14]([N:11]4[CH2:12][CH2:13][NH:8][CH2:9][CH2:10]4)[C:19]=3[N:20]=2)=[CH:28][CH:27]=1)([CH3:32])([CH3:30])[CH3:31]. Procedure: 4-[2-(4-tert-butyl-phenyl)-benzooxazol-4-yl]-piperazine-1-carboxylic acid tert-butyl ester (900 mg, 2.07 mmol) was stirred in a solution of concentrated trifluoroacetic acid (20 mL) and methylene chloride (20 mL) under N2 at room temperature for 5 h. The solvent was removed in vacuo and the oil was transferred to a separatory funnel with ethyl acetate (150 mL) and washed with 1M aqueous potassium carbonate solution (100 mL×2). The aqueous washings were combined and extracted with ethyl acetate (... Starting materials: O=C([O-])O, CCOC(=O)C(=O)OCC, CC(C)=O, [K+], O=C=O, O. The product is CCOC(=O)C(=O)[O-], [K+]. RXN SMILES: [C:1](=[O:2])([OH:3])[O-:4].[C:6]([C:7](=[O:8])[O:9][CH2:10][CH3:11])(=[O:12])[O:13][CH2:14][CH3:15].[CH3:20][C:21](=[O:22])[CH3:23].[K+:5].[O:17]=[C:18]=[O:19].[OH2:16]>>[C:6]([C:7](=[O:8])[O:9][CH2:10][CH3:11])(=[O:12])[O-:13].[K+:5].